From a dataset of the Open Reaction Database (ORD), a public repository of structured organic reaction records. describe an organic reaction: reactants, conditions, products, and yield The reactants are C(CCCO)O (1.4 - butanediol), C(CCC)(O)O (butanediol), O=CC(C)=C (methacrolein), C(C)(=O)OCC=C (allyl acetate), C(C)(=O)OCC=C (allyl acetate). The solvent is O (water), C(C)(=O)O (acetic acid). Conditions: temperature 130 celsius. Yields the product CC(CO)CO (2-methyl-1,3-propanediol), C(C(CC)O)O (1,2-butanediol). The yield is 13.0%. As a reaction SMILES: [O:1]=[CH:2][C:3](=[CH2:5])[CH3:4].C(OCC=C)(=[O:8])C.[CH:13]([OH:18])(O)[CH2:14][CH2:15][CH3:16].C(O)CCC[OH:23]>C(O)(=O)C.O>[CH3:5][CH:3]([CH2:4][OH:8])[CH2:2][OH:1].[CH2:13]([OH:18])[CH:14]([OH:23])[CH2:15][CH3:16]. Reported procedure: The low boiling components of the hydrogenation mixture (principally water, acetic acid and hydrogenation products derived from methacrolein and allyl acetate) are distilled off under reduced pressure. The residue is subjected to the magnesia - promoted methanolysis in a manner similar to that described in Example II. It is passed continuously down through an 8 ft. × 1 in. diameter tube packed with one liter of the catalyst described in Example II and maintained at 130°C, against a countercurren... Reactants: P(=O)(OCC(COCCCCCCCCCCCCCCCC)OC1=NOC(=C1)C1=CC=CC=C1)(OCCBr)[O-] ((2RS)-3-hexadecyloxy-2-(5-phenyl-3-isoxazolyloxy)propyl 2-bromoethyl phosphate), S1C=NC=C1 (thiazole). The solvent is C1(=CC=CC=C1)C (toluene). Reaction conditions: time 5 day. The product is P(=O)(OCC(COCCCCCCCCCCCCCCCC)OC1=NOC(=C1)C1=CC=CC=C1)(OCCC=1SC=C[NH+]1)[O-] ((2RS)-3-Hexadecyloxy-2-(5-phenyl-3-isoxazolyloxy)propyl 2-thiazolioethyl phosphate). RXN SMILES: [P:1]([O-:40])([O:36][CH2:37][CH2:38]Br)([O:3][CH2:4][CH:5]([O:24][C:25]1[CH:29]=[C:28]([C:30]2[CH:35]=[CH:34][CH:33]=[CH:32][CH:31]=2)[O:27][N:26]=1)[CH2:6][O:7][CH2:8][CH2:9][CH2:10][CH2:11][CH2:12][CH2:13][CH2:14][CH2:15][CH2:16][CH2:17][CH2:18][CH2:19][CH2:20][CH2:21][CH2:22][CH3:23])=[O:2].[S:41]1[CH:45]=[CH:44][N:43]=[CH:42]1>C1(C)C=CC=CC=1>[P:1]([O-:40])([O:36][CH2:37][CH2:38][C:42]1[S:41][CH:45]=[CH:44][NH+:43]=1)([O:3][CH2:4][CH:5]([O:24][C:25]1[CH:29]=[C:28]([C:30]2[CH:35]=[CH:34][CH:33]=[CH:32][CH:31]=2)[O:27][N:26]=1)[CH2:6][O:7][CH2:8][CH2:9][CH2:10][CH2:11][CH2:12][CH2:13][CH2:14][CH2:15][CH2:16][CH2:17][CH2:18][CH2:19][CH2:20][CH2:21][CH2:22][CH3:23])=[O:2]. Reported procedure: A mixture of 0.925 g of the crude (2RS)-3-hexadecyloxy-2-(5-phenyl-3-isoxazolyloxy)propyl 2-bromoethyl phosphate obtained as described in the first part of Example 7 and 0.51 ml of thiazole in 0.8 ml of toluene was heated on an oil bath kept at 70° C. for 5 days, whilst stirring. The mixture was then cooled and freed from toluene by evaporation under reduced pressure. 15 ml of chloroform were then added to the residue, followed by 0.296 g of silver carbonate. The mixture was then heated under re...